This data is from the Open Reaction Database (ORD), a public repository of structured organic reaction records. The task is: describe an organic reaction: reactants, conditions, products, and yield Reactants: CCc1c(C)[nH]c(=O)n(-c2cc(OC(C)C)c(Cl)cc2F)c1=O, COS(=O)(=O)OC. The product is CCc1c(C)n(C)c(=O)n(-c2cc(OC(C)C)c(Cl)cc2F)c1=O. RXN SMILES: [CH2:1]([CH3:2])[c:3]1[c:4](=[O:23])[n:5](-[c:11]2[c:12]([F:22])[cH:13][c:14]([Cl:21])[c:15]([O:17][CH:18]([CH3:19])[CH3:20])[cH:16]2)[c:6](=[O:10])[nH:7][c:8]1[CH3:9].[CH3:24][O:25][S:26]([O:27][CH3:28])(=[O:29])=[O:30]>>[CH2:1]([CH3:2])[c:3]1[c:4](=[O:23])[n:5](-[c:11]2[c:12]([F:22])[cH:13][c:14]([Cl:21])[c:15]([O:17][CH:18]([CH3:19])[CH3:20])[cH:16]2)[c:6](=[O:10])[n:7]([CH3:24])[c:8]1[CH3:9]. Starting materials: C1CNC1, CCC(CC)(NC(=O)c1ccc(C2CC2)c(OCC2CC2)n1)C(=O)O. The product is CCC(CC)(NC(=O)c1ccc(C2CC2)c(OCC2CC2)n1)C(=O)N1CCC1. As a reaction SMILES: [CH2:26]1[CH2:27][NH:28][CH2:29]1.[CH:1]1([c:4]2[cH:5][cH:6][c:7]([C:15](=[O:16])[NH:17][C:18]([C:19](=[O:20])[OH:21])([CH2:22][CH3:23])[CH2:24][CH3:25])[n:8][c:9]2[O:10][CH2:11][CH:12]2[CH2:13][CH2:14]2)[CH2:2][CH2:3]1>>[CH:1]1([c:4]2[cH:5][cH:6][c:7]([C:15](=[O:16])[NH:17][C:18]([C:19](=[O:20])[N:28]3[CH2:27][CH2:26][CH2:29]3)([CH2:22][CH3:23])[CH2:24][CH3:25])[n:8][c:9]2[O:10][CH2:11][CH:12]2[CH2:13][CH2:14]2)[CH2:2][CH2:3]1. Starting materials: C(=O)(O)[O-].[Na+] (NaHCO3), [Al+3].[Cl-].[Cl-].[Cl-] (AlCl3), C(=O)(C)Cl (AcCl), CN1C(CCC1)CCN1C=2C=CC=CC2C=2C3=C(C=CC12)C(CC3)=O (6-[2-(1-methylpyrrolidin-2-yl)ethyl]-1,6-dihydrocyclopenta[c]carbazol-3(2H)-one). Run in C1(=CC=CC=C1)[N+](=O)[O-] (PhNO2), O (water). Reaction conditions: time 40 minute. Product: C(C)(=O)C1=CC=2C=3C4=C(C=CC3N(C2C=C1)CCC1N(CCC1)C)C(CC4)=O (9-acetyl-6-[2-(1-methylpyrrolidin-2-yl)ethyl]-1,6-dihydrocyclopenta[c]carbazol-3(2 H)-one). Reaction SMILES: [CH3:1][N:2]1[CH2:6][CH2:5][CH2:4][CH:3]1[CH2:7][CH2:8][N:9]1[C:21]2[CH:20]=[CH:19][C:18]3[C:22](=[O:25])[CH2:23][CH2:24][C:17]=3[C:16]=2[C:15]2[CH:14]=[CH:13][CH:12]=[CH:11][C:10]1=2.[Al+3].[Cl-].[Cl-].[Cl-].[C:30](Cl)([CH3:32])=[O:31].C([O-])(O)=O.[Na+]>C1([N+]([O-])=O)C=CC=CC=1.O>[C:30]([C:13]1[CH:12]=[CH:11][C:10]2[N:9]([CH2:8][CH2:7][CH:3]3[CH2:4][CH2:5][CH2:6][N:2]3[CH3:1])[C:21]3[CH:20]=[CH:19][C:18]4[C:22](=[O:25])[CH2:23][CH2:24][C:17]=4[C:16]=3[C:15]=2[CH:14]=1)(=[O:31])[CH3:32] |f:1.2.3.4,6.7|. Reported procedure: Compound 65 (0.336 g, 1.00 mmol) was dissolved in PhNO2 (7 mL). The solution was cooled down in an ice bath. Then, AlCl3 (0.67 g, 5.02 mmol) and after that, AcCl (0.36 mL, 5.04 mmol) were added. The resulting mixture was kept for 40 min (LC/MS monitoring), diluted with water, neutralized with aqueous NaHCO3 solution, extracted with CHCl3, and evaporated. The product was purified on a short thick column, eluent: 100:0→90:10. Yield of product: 0.307 g (82%) (R); S-isomer was obtained similarly (77... Product: COC(=O)C1C(N=C(N(C1=O)CC1=CC=CC=C1)C(C(C)C)NC(=O)OC(C)(C)C)C (1-Benzyl-2-(1-t-butoxycarbonylamino-2-methyl-propyl)-4-methyl-6-oxo-1,4,5,6-tetrahydro-pyrimidine-5-carboxylic acid methyl ester). Procedure details: To a solution of [(R)-1-(N-Benzyl-carbamimidoyl)-2-methyl-propyl]-carbamic acid t-butyl ester (7.08 g, 23 mMol) in MeOH (15 mL) was added Dimethyl ethylidenemalonate (3.64 g, 23 mMol). The reaction was slowly heated to 110° C. allowing the MeOH to distill off. The reaction was stirred for 5 h at 110° C. then allowed to cool to RT. Purification by flash chromatography (25% EtOAc, hexane) gave the title compound (6.37 g, 64%) as an oil: ˜(3:1) mixture of diastereomers by LCMS; MS (ES) m/e 432.2 an... The yield is 64.2%. Conditions: temperature 110 celsius, time 5 hour. Reactants: C(C)(C)(C)OC(N[C@H](C(C)C)C(NCC1=CC=CC=C1)=N)=O ([(R)-1-(N-Benzyl-carbamimidoyl)-2-methyl-propyl]-carbamic acid t-butyl ester), C(C)=C(C(=O)OC)C(=O)OC (Dimethyl ethylidenemalonate). As a reaction SMILES: [C:1]([O:5][C:6](=[O:22])[NH:7][C@@H:8]([C:12](=[NH:21])[NH:13][CH2:14][C:15]1[CH:20]=[CH:19][CH:18]=[CH:17][CH:16]=1)[CH:9]([CH3:11])[CH3:10])([CH3:4])([CH3:3])[CH3:2].[CH:23](=[C:25]([C:30](OC)=[O:31])[C:26]([O:28][CH3:29])=[O:27])[CH3:24]>CO>[CH3:29][O:28][C:26]([CH:25]1[C:30](=[O:31])[N:13]([CH2:14][C:15]2[CH:16]=[CH:17][CH:18]=[CH:19][CH:20]=2)[C:12]([CH:8]([NH:7][C:6]([O:5][C:1]([CH3:3])([CH3:4])[CH3:2])=[O:22])[CH:9]([CH3:11])[CH3:10])=[N:21][CH:23]1[CH3:24])=[O:27]. The solvent is CO (MeOH), CO (MeOH). The product is C(C)(C)C1=C(C=CC=C1)C=1N=C2N(CCOC3=C2C=CC(=C3)C(=O)OC)C1 (methyl 2-(2-isopropylphenyl)-5,6-dihydrobenzo[f]imidazo[1,2-d][1,4]oxazepine-9-carboxylate). Procedure: Methyl 2-iodo-5,6-dihydrobenzo[f]imidazo[1,2-d][1,4]oxazepine-9-carboxylate (80 mg, 1 eq), 2-isopropylphenylboronic acid (65 mg, 1.75 eq), and tetrakis(triphenylphosphine)palladium (10 mg, 0.05 eq), in 1.0 M aqueous sodium carbonate (1.0 mL) and acetonitrile (1.0 mL) were heated to 140° C. for 10 min in a sealed microwave reactor. The crude reaction mixture was concentrated and purified using reverse phase HPLC to yield 298 (23 mg). ESI-MS: 363.1 (M)+. Reaction SMILES: I[C:2]1[N:3]=[C:4]2[C:10]3[CH:11]=[CH:12][C:13]([C:15]([O:17][CH3:18])=[O:16])=[CH:14][C:9]=3[O:8][CH2:7][CH2:6][N:5]2[CH:19]=1.[CH:20]([C:23]1[CH:28]=[CH:27][CH:26]=[CH:25][C:24]=1B(O)O)([CH3:22])[CH3:21].C(#N)C>C(=O)([O-])[O-].[Na+].[Na+].C1C=CC([P]([Pd]([P](C2C=CC=CC=2)(C2C=CC=CC=2)C2C=CC=CC=2)([P](C2C=CC=CC=2)(C2C=CC=CC=2)C2C=CC=CC=2)[P](C2C=CC=CC=2)(C2C=CC=CC=2)C2C=CC=CC=2)(C2C=CC=CC=2)C2C=CC=CC=2)=CC=1>[CH:20]([C:23]1[CH:28]=[CH:27][CH:26]=[CH:25][C:24]=1[C:2]1[N:3]=[C:4]2[C:10]3[CH:11]=[CH:12][C:13]([C:15]([O:17][CH3:18])=[O:16])=[CH:14][C:9]=3[O:8][CH2:7][CH2:6][N:5]2[CH:19]=1)([CH3:22])[CH3:21] |f:3.4.5,^1:44,46,65,84|. The yield is 29.4%. Run in C([O-])([O-])=O.[Na+].[Na+] (sodium carbonate). Reactants: IC=1N=C2N(CCOC3=C2C=CC(=C3)C(=O)OC)C1 (Methyl 2-iodo-5,6-dihydrobenzo[f]imidazo[1,2-d][1,4]oxazepine-9-carboxylate), C(C)(C)C1=C(C=CC=C1)B(O)O (2-isopropylphenylboronic acid), C(C)#N (acetonitrile). The reagents and catalysts are C=1C=CC(=CC1)[P](C=2C=CC=CC2)(C=3C=CC=CC3)[Pd]([P](C=4C=CC=CC4)(C=5C=CC=CC5)C=6C=CC=CC6)([P](C=7C=CC=CC7)(C=8C=CC=CC8)C=9C=CC=CC9)[P](C=1C=CC=CC1)(C=1C=CC=CC1)C=1C=CC=CC1 (tetrakis(triphenylphosphine)palladium). Reactants: Br (hydrogen bromide), C(CCCCCN(C)CC(CCCCCC)O)N(C)CC(CCCCCC)O (N,N'-(1,6-hexylene)-bis[N-methyl-2-hydroxyoctylamine]). Yields the product C(CCCCCNCC(CCCCCC)O)NCC(CCCCCC)O (N,N'-(1,6-hexylene)-bis[2-hydroxyoctylamine]). RXN SMILES: Br.[CH2:2]([N:19]([CH2:21][CH:22]([OH:29])[CH2:23][CH2:24][CH2:25][CH2:26][CH2:27][CH3:28])C)[CH2:3][CH2:4][CH2:5][CH2:6][CH2:7][N:8]([CH2:10][CH:11]([OH:18])[CH2:12][CH2:13][CH2:14][CH2:15][CH2:16][CH3:17])C>>[CH2:2]([NH:19][CH2:21][CH:22]([OH:29])[CH2:23][CH2:24][CH2:25][CH2:26][CH2:27][CH3:28])[CH2:3][CH2:4][CH2:5][CH2:6][CH2:7][NH:8][CH2:10][CH:11]([OH:18])[CH2:12][CH2:13][CH2:14][CH2:15][CH2:16][CH3:17]. Procedure details: In a manner similar to that of Example 22, methylation of N,N'-(1,6-hexylene)-bis[2-hydroxyoctylamine] (35 g.) and treatment of the resulting product (b.p. 177°-182° C./1 mm.) with hydrogen bromide gave N,N'-(1,6-hexylene)-bis[N-methyl-2-hydroxyoctylamine] (I: R = CH3 (CH2)5, R' = CH3, X = (CH2)6, Z = H) dihydrobromide (19.1 g., m.p. 167.0°-168.8° C.).